The task is: describe an organic reaction: reactants, conditions, products, and yield. This data is from the Open Reaction Database (ORD), a public repository of structured organic reaction records. Starting materials: COC1=C(OCC(C(=O)O)(C)C)C(=CC=C1OC)C=1C=C2CCC(C2=CC1)=O (3-[2,3-Dimethoxy-6-(1-oxo-indan-5-yl)-phenoxy]-2,2-dimethyl-propionic acid), COC1=C(OCC(C(=O)O)(C)C)C(=CC=C1OC)C=1C=C2CCC(C2=CC1)=O (3-[2,3-Dimethoxy-6-(1-oxo-indan-5-yl)-phenoxy]-2,2-dimethyl-propionic acid), C(CC)N (propan-1-amine), COC1=C(OCC(C(=O)NC)(C)C)C(=CC=C1OC)C=1C=C2CCC(C2=CC1)=O (3-[2,3-Dimethoxy-6-(1-oxo-indan-5-yl)-phenoxy]-2,2,N-trimethyl-propionamide). The product is COC1=C(OCC(C(=O)NCCC)(C)C)C(=CC=C1OC)C=1C=C2CCC(C2=CC1)=O (3-[2,3-Dimethoxy-6-(1-oxo-indan-5-yl)-phenoxy]-2,2-dimethyl-N-propyl-propionamide). Reaction SMILES: [CH3:1][O:2][C:3]1[C:16]([O:17][CH3:18])=[CH:15][CH:14]=[C:13]([C:19]2[CH:20]=[C:21]3[C:25](=[CH:26][CH:27]=2)[C:24](=[O:28])[CH2:23][CH2:22]3)[C:4]=1[O:5][CH2:6][C:7]([CH3:12])([CH3:11])[C:8]([OH:10])=O.[CH2:29]([NH2:32])[CH2:30][CH3:31].COC1C(OC)=CC=C(C2C=C3C(=CC=2)C(=O)CC3)C=1OCC(C)(C)C(NC)=O>>[CH3:1][O:2][C:3]1[C:16]([O:17][CH3:18])=[CH:15][CH:14]=[C:13]([C:19]2[CH:20]=[C:21]3[C:25](=[CH:26][CH:27]=2)[C:24](=[O:28])[CH2:23][CH2:22]3)[C:4]=1[O:5][CH2:6][C:7]([CH3:11])([CH3:12])[C:8]([NH:32][CH2:29][CH2:30][CH3:31])=[O:10]. Procedure: From 3-[2,3-Dimethoxy-6-(1-oxo-indan-5-yl)-phenoxy]-2,2-dimethyl-propionic acid (Compound 205) and propan-1-amine following the procedure for preparation of Compound 206. Purification by column chromatography (silica gel, 0-50% ethyl acetate in pet ether) afforded the title compound as a solid. Reactants: Clc1cccc(CBr)c1, O=C([O-])[O-], CC(C)=O, ClCCl, [K+], [K+], Nc1nc2c(O)cccn2n1, O. Yields the product Nc1nc2c(OCc3cccc(Cl)c3)cccn2n1. Reaction SMILES: [Br:12][CH2:13][c:14]1[cH:15][c:16]([Cl:20])[cH:17][cH:18][cH:19]1.[C:21](=[O:22])([O-:23])[O-:24].[CH3:27][C:28](=[O:29])[CH3:30].[Cl:32][CH2:33][Cl:34].[K+:25].[K+:26].[NH2:1][c:2]1[n:3][n:4]2[c:5]([c:6]([OH:10])[cH:7][cH:8][cH:9]2)[n:11]1.[OH2:31]>>[NH2:1][c:2]1[n:3][n:4]2[c:5]([c:6]([O:10][CH2:13][c:14]3[cH:15][c:16]([Cl:20])[cH:17][cH:18][cH:19]3)[cH:7][cH:8][cH:9]2)[n:11]1. Reactants: CC(C(C1=CC=CC=C1)O)N(C)C (N-methylephedrine), CC1(C(C1)C(=O)O)C (2,2-dimethylcyclopropanecarboxylic acid), COC=1C=CC2=C(C1)C(=CC=N2)[C@H]([C@@H]3C[C@@H]4CCN3C[C@@H]4C=C)O (Quinine), C1(=CC=CC=C1)C(CC1=CC=CC=C1)N (1,2-diphenylethylamine). Product: acid chloride, C1(CC(C(CC1)C(C)C)O)C ((-) menthol). RXN SMILES: COC1C=C[C:6]2N=CC=[C:9]([C@@H](O)[C@H]3N4C[C@H](C=C)[C@@H](CC4)C3)[C:7]=2[CH:8]=1.C1(C(N)CC2C=CC=CC=2)C=CC=CC=1.CC(N(C)C)C(O)C1C=CC=CC=1.[CH3:53][C:54]1([CH3:60])[CH2:56][CH:55]1[C:57](O)=[O:58]>>[CH:7]1([CH3:9])[CH2:8][CH2:56][CH:55]([CH:54]([CH3:60])[CH3:53])[CH:57]([OH:58])[CH2:6]1. Procedure details: With 1-phenylethylamine neither a satisfactory yield nor an adequate optical purity could be achieved. Quinine yielded enantiomer in good optical purity but poor yield, no yield was indicated for N-methylephedfine With 1,2-diphenylethylamine the yield is satisfactory and the optical purity very good but the reagent, as is also N-methylephedrine is very expensive. Further, it is known that 2,2-dimethylcyclopropanecarboxylic acid can be separated into the enantiomers by the diastereomeric menthyl ... The reactants are C([O-])([O-])=O.[K+].[K+] (Potassium carbonate), CS(=O)C (DMSO), OO (hydrogen peroxide), solution, C(#N)C=1C(=NC=CC1)NC(COCCC1=CC=CC=C1)=O (N-(3-cyano-pyridin-2-yl)-2-phenethyloxy-acetamide). Run in C(C)(=O)OCC (ethyl acetate), O (H2O), CO (methanol). Reaction conditions: time 3 hour. Product: C(CC1=CC=CC=C1)OCC=1NC(C2=C(N1)N=CC=C2)=O (2-Phenethyloxymethyl-3H-pyrido[2,3-d]pyrimidin-4-one). RXN SMILES: C(=O)([O-])[O-:2].[K+].[K+].CS(C)=O.OO.[C:13]([C:15]1[C:16]([NH:21][C:22](=O)[CH2:23][O:24][CH2:25][CH2:26][C:27]2[CH:32]=[CH:31][CH:30]=[CH:29][CH:28]=2)=[N:17][CH:18]=[CH:19][CH:20]=1)#[N:14]>O.CO.C(OCC)(=O)C>[CH2:25]([O:24][CH2:23][C:22]1[NH:14][C:13](=[O:2])[C:15]2[CH:20]=[CH:19][CH:18]=[N:17][C:16]=2[N:21]=1)[CH2:26][C:27]1[CH:32]=[CH:31][CH:30]=[CH:29][CH:28]=1 |f:0.1.2|. Procedure: Potassium carbonate (1.22 g, 8.82 mmol), DMSO (0.44 ml), and hydrogen peroxide (0.9 ml of a 30% solution in H2O) were added to a suspension of N-(3-cyano-pyridin-2-yl)-2-phenethyloxy-acetamide (400 mg, 1.42 mmol) in methanol (6 ml). After 3 h at r.t., the mixture was taken up in ethyl acetate, and washed with salt. NH4Cl. The solution was dried (Na2SO4) and the solvent was evaporated. The residue was triturated with tert-butyl methyl ether to give the title compound. MS: m/e=280.4 [M−H−], 1H NMR... The reactants are Cl.NC(C(C(=O)N)O)CC1=CC=CC=C1 (3-amino-2-hydroxy-4-phenylbutanamide hydrochloride), C(C)N=C=NCCCN(C)C (1-ethyl-3-(3-dimethylaminopropyl)carbodiimide), OC1=CC=CC=2NN=NC21 (hydroxylbenzotriazole), C1(=CC=CC=C1)C=1N=CN(C1)C1=NC=CC=C1C(=O)O (2-(4-phenyl-1H-imidazol-1-yl)pyridine-3-carboxylic acid), C(=O)(O)[O-].[Na+] (NaHCO3). Solvent: CCN(CC)CC (Et3N), ClCCl (dichloromethane), C(C)N(CC)CC (triethylamine), CCN(CC)CC (Et3N). Reaction conditions: temperature 2 celsius, time 1 hour. The product is NC(C(C(CC1=CC=CC=C1)NC(=O)C=1C(=NC=CC1)N1C=NC(=C1)C1=CC=CC=C1)O)=O (N-[3-Amino-2-hydroxy-3-oxo-1-(phenylmethyl)propyl]-2-(4-phenyl-1H-imidazol-1-yl)pyridine-3-carboxamide). Isolated yield 37.3%. As a reaction SMILES: C(N=C=NCCCN(C)C)C.OC1C2N=NNC=2C=CC=1.[C:22]1([C:28]2[N:29]=[CH:30][N:31]([C:33]3[C:38]([C:39]([OH:41])=O)=[CH:37][CH:36]=[CH:35][N:34]=3)[CH:32]=2)[CH:27]=[CH:26][CH:25]=[CH:24][CH:23]=1.Cl.[NH2:43][CH:44]([CH2:50][C:51]1[CH:56]=[CH:55][CH:54]=[CH:53][CH:52]=1)[CH:45]([OH:49])[C:46]([NH2:48])=[O:47].C([O-])(O)=O.[Na+]>ClCCl.CCN(CC)CC>[NH2:48][C:46](=[O:47])[CH:45]([OH:49])[CH:44]([NH:43][C:39]([C:38]1[C:33]([N:31]2[CH:32]=[C:28]([C:22]3[CH:23]=[CH:24][CH:25]=[CH:26][CH:27]=3)[N:29]=[CH:30]2)=[N:34][CH:35]=[CH:36][CH:37]=1)=[O:41])[CH2:50][C:51]1[CH:52]=[CH:53][CH:54]=[CH:55][CH:56]=1 |f:3.4,5.6|. Reported procedure: 0.75 g of 1-ethyl-3-(3-dimethylaminopropyl)carbodiimide (EDC), 0.51 g of hydroxylbenzotriazole (HOBt) and 0.55 ml of triethylamine (Et3N) were successively added to a solution of 1.0 g of 2-(4-phenyl-1H-imidazol-1-yl)pyridine-3-carboxylic acid (3.77 mmol) in 50 ml of dichloromethane at 0-4° C., and the mixture was stirred at 0-4° C. for 1 hour. 0.9 g of 3-amino-2-hydroxy-4-phenylbutanamide hydrochloride (3.9 mmol) and 0.55 ml of Et3N were then added and, after about 5 minutes, a pH of 8-9 was ad... The yield is 101.0%. Solvent: C1CCOC1 (THF), Cl (HCl). Product: F[C@H]1C(C=C2C(C[C@H]3[C@@H]4CC[C@@H]([C@@]4(C)CC[C@@H]3[C@]2(C1)C)O)=O)=O (2α-fluoro-17β-hydroxyandrost-4-en-3,6-dione). As a reaction SMILES: [F:1][C@@H:2]1[CH2:19][C@@:18]2([CH3:20])[C:5]([C:6]([O:22]C)=[CH:7][C@@H:8]3[C@@H:17]2[CH2:16][CH2:15][C@@:13]2([CH3:14])[C@H:9]3[CH2:10][CH2:11][C@@H:12]2[OH:21])=[CH:4][C:3]1=[O:24]>C1COCC1.Cl>[F:1][C@@H:2]1[CH2:19][C@@:18]2([CH3:20])[C:5]([C:6](=[O:22])[CH2:7][C@@H:8]3[C@@H:17]2[CH2:16][CH2:15][C@@:13]2([CH3:14])[C@H:9]3[CH2:10][CH2:11][C@@H:12]2[OH:21])=[CH:4][C:3]1=[O:24]. Procedure details: To a solution of 2α-fluoro-6-methoxy-17β-hydroxyandrosta-4,6-dien-3-one (610 mg) in THF (10 ml), 3N HCl (2 ml) was added and the mixture refluxed for 1 h. After cooling, Na2HPO4 5% was added and the reaction mixture was extracted with EtOAc. The organic phase was washed with H2O and brine, dried over Na2SO4 and evaporated to dryness. The crude reaction mixture was purified by flash chromatography (SiO2, n-hexane/DCM/acetone 5/3/2) to give 2α-fluoro-17β-hydroxyandrost-4-en-3,6-dione (590 mg, 84% ... The reactants are F[C@H]1C(C=C2C(=C[C@H]3[C@@H]4CC[C@@H]([C@@]4(C)CC[C@@H]3[C@]2(C1)C)O)OC)=O (2α-fluoro-6-methoxy-17β-hydroxyandrosta-4,6-dien-3-one), Na2HPO4.